This data is from the Open Reaction Database (ORD), a public repository of structured organic reaction records. The task is: describe an organic reaction: reactants, conditions, products, and yield Starting materials: CC(C)OC(=O)/N=N/C(=O)OC(C)C (Diisopropylazodicarboxylate), C(C)OC(CC(C1=CC=CC=C1)N1C=CC2=CC(=CC=C12)OCCO)=O (3-[5-(2-hydroxy-ethoxy)-indol-1yl]-3-phenyl-propionic acid ethyl ester), ON1C(C=2C(C1=O)=CC=CC2)=O (N-hydroxyphthalimide), C1(=CC=CC=C1)P(C1=CC=CC=C1)C1=CC=CC=C1 (triphenylphosphine). Solvent: O1CCCC1 (tetrahydrofuran). Run at time 10 minute. The product is C(C)OC(CC(C1=CC=CC=C1)N1C=CC2=CC(=CC=C12)OCCON1C(C2=CC=CC=C2C1=O)=O)=O (3-{5-[2-(1,3-Dioxo-1,3-dihydro-isoindol-2-yloxy)-ethoxy]-indol-1-yl}-3-phenyl-propionic acid ethyl ester). Isolated yield 96.0%. Reaction SMILES: [CH2:1]([O:3][C:4](=[O:26])[CH2:5][CH:6]([N:13]1[C:21]2[C:16](=[CH:17][C:18]([O:22][CH2:23][CH2:24][OH:25])=[CH:19][CH:20]=2)[CH:15]=[CH:14]1)[C:7]1[CH:12]=[CH:11][CH:10]=[CH:9][CH:8]=1)[CH3:2].O[N:28]1[C:32](=[O:33])[C:31]2=[CH:34][CH:35]=[CH:36][CH:37]=[C:30]2[C:29]1=[O:38].C1(P(C2C=CC=CC=2)C2C=CC=CC=2)C=CC=CC=1.CC(OC(/N=N/C(OC(C)C)=O)=O)C>O1CCCC1>[CH2:1]([O:3][C:4](=[O:26])[CH2:5][CH:6]([N:13]1[C:21]2[C:16](=[CH:17][C:18]([O:22][CH2:23][CH2:24][O:25][N:28]3[C:32](=[O:33])[C:31]4[C:30](=[CH:37][CH:36]=[CH:35][CH:34]=4)[C:29]3=[O:38])=[CH:19][CH:20]=2)[CH:15]=[CH:14]1)[C:7]1[CH:8]=[CH:9][CH:10]=[CH:11][CH:12]=1)[CH3:2]. Reported procedure: 3-[5-(2-hydroxy-ethoxy)-indol-1yl]-3-phenyl-propionic acid ethyl ester (0.77 g, 2.10 mmol), N-hydroxyphthalimide (0.40 g, 2.40 mmol) and triphenylphosphine (0.85 g, 3.24 mmol) were dissolved in tetrahydrofuran (5 mL). The mixture was placed under an argon atmosphere at 0° C. and stirred for 10 minutes. Diisopropylazodicarboxylate (0.65 g, 3.24 mmol) was added all at once. After stirring overnight (16 h), the solvent was removed under vacuum, and the crude mixture was purified via column chromato... Reactants: CC(C(CC(=O)OC)=O)C (methyl 4-methyl-3oxopentanoate), C(CN)N (ethylene diamine), CC(C(CC(=O)NC1=CC=CC=C1)=O)C (4-Methyl-3-oxo-N-phenylpentanamide), CC(C(CC(=O)NC1=CC=CC=C1)=O)C (4-Methyl-3-oxo-N-phenylpentanamide), C(C1=CC=CC=C1)=O (benzaldehyde), N1CCCCC1 (piperidine), C(CN)N (ethylene diamine), NCCC(=O)O (β-alanine). Solvent: CCCCCCC (heptane), C1(=CC=CC=C1)C (toluene), O (water), C1(=CC=CC=C1)C (toluene), CCCCCC (hexane), C(C)(=O)O (acetic acid), C(C)(=O)O (acetic acid), C(C)(=O)O (acetic acid). Yields the product CC(C(C(C(=O)NC1=CC=CC=C1)=CC1=CC=CC=C1)=O)C (4-methyl-3-oxo-N-phenyl-2-(phenylmethylene)pentanamide). Reaction SMILES: [CH3:1][CH:2]([CH3:15])[C:3](=[O:14])[CH2:4][C:5]([NH:7][C:8]1[CH:13]=[CH:12][CH:11]=[CH:10][CH:9]=1)=[O:6].CC(C)C(=O)CC(OC)=O.C(N)CN.[CH:30](=O)[C:31]1[CH:36]=[CH:35][CH:34]=[CH:33][CH:32]=1.N1CCCCC1.NCCC(O)=O>C1(C)C=CC=CC=1.O.CCCCCC.CCCCCCC.C(O)(=O)C>[CH3:1][CH:2]([CH3:15])[C:3](=[O:14])[C:4](=[CH:30][C:31]1[CH:36]=[CH:35][CH:34]=[CH:33][CH:32]=1)[C:5]([NH:7][C:8]1[CH:13]=[CH:12][CH:11]=[CH:10][CH:9]=1)=[O:6]. Procedure details: 4-Methyl-3-oxo-N-phenylpentanamide (XIX) is obtained by heating a mixture of methyl 4-methyl-3oxopentanoate (XX), airline and ethylene diamine in toluene. 4-Methyl-3-oxo-N-phenylpentanamide (XIX) is subsequently reacted with benzaldehyde in the presence of a catalyst such as, for example, piperidine and glacial acetic acid, ethylene diamine and glacial acetic acid, β-alanine and glacial acetic acid, and the like in an inert solvent such as, for example, toluene, heptane, hexane, and the like for... Starting materials: CCN(CC)CC#CCn1ccn(C)c1=O, N#CBr, C1COCCO1. Product: Cn1ccn(CC#CCBr)c1=O. As a reaction SMILES: [CH2:4]([N:5]([CH2:6][CH3:7])[CH2:18][C:8]#[C:9][CH2:10][n:11]1[c:12](=[O:17])[n:13]([CH3:16])[cH:14][cH:15]1)[CH3:19].[N:1]#[C:2][Br:3].[O:20]1[CH2:21][CH2:22][O:23][CH2:24][CH2:25]1>>[CH2:2]([Br:3])[C:8]#[C:9][CH2:10][n:11]1[c:12](=[O:17])[n:13]([CH3:16])[cH:14][cH:15]1.